The task is: describe an organic reaction: reactants, conditions, products, and yield. This data is from the Open Reaction Database (ORD), a public repository of structured organic reaction records. Starting materials: CCCCO, COC(=O)CN1C(=O)c2c(c3cc(OC)ccc3n2C)S1(=O)=O. The product is COC(=O)C1=C(O)c2c(c3cc(OC)ccc3n2C)S(=O)(=O)N1. RXN SMILES: [CH2:24]([OH:25])[CH2:26][CH2:27][CH3:28].[CH3:1][O:2][c:3]1[cH:4][c:5]2[c:6]3[c:7]([n:8]([CH3:12])[c:9]2[cH:10][cH:11]1)[C:13](=[O:23])[N:14]([CH2:18][C:19](=[O:20])[O:21][CH3:22])[S:15]3(=[O:16])=[O:17]>>[CH3:1][O:2][c:3]1[cH:4][c:5]2[c:6]3[c:7]([n:8]([CH3:12])[c:9]2[cH:10][cH:11]1)[C:13]([OH:23])=[C:18]([C:19](=[O:20])[O:21][CH3:22])[NH:14][S:15]3(=[O:16])=[O:17]. The reactants are ClC=1C=C2NC(C(NC2=CC1Cl)=O)=O (6,7-dichloro-1,4-dihydroquinoxaline-2,3-dione), OS(=O)(=O)O (H2SO4), [N+](=O)([O-])[O-].[K+] (KNO3). Run in ice H2O. Yields the product ClC=1C(=C2NC(C(NC2=CC1Cl)=O)=O)[N+](=O)[O-] (6,7-dichloro-5-nitro-1,4-dihydroquinoxaline-2,3-dione). Isolated yield 84.7%. RXN SMILES: [Cl:1][C:2]1[CH:3]=[C:4]2[C:9](=[CH:10][C:11]=1[Cl:12])[NH:8][C:7](=[O:13])[C:6](=[O:14])[NH:5]2.OS(O)(=O)=O.[N+:20]([O-])([O-:22])=[O:21].[K+]>>[Cl:12][C:11]1[C:10]([N+:20]([O-:22])=[O:21])=[C:9]2[C:4](=[CH:3][C:2]=1[Cl:1])[NH:5][C:6](=[O:14])[C:7](=[O:13])[NH:8]2 |f:2.3|. Procedure: 3.335 g (14.5 mmol) of 6,7-dichloro-1,4-dihydroquinoxaline-2,3-dione was dissolved in 65 mL of cone. H2SO4 with stirring and cooling in an ice-H2O bath, then 2.20 g (21.76 mmol) of KNO3 (Baker, used as received) was added in portions over 10 min. with stirring. The resulting mixture was stirred at 22° C. under N2 for 20 h. then was slowly poured into ice-H2O (400 mL) with stirring. The precipitate was collected on a sintered funnel by vacuum filtration, washed with H2O (5×10 mL), and dried at 60... The reactants are C(C)N1C=C(C(C2=CC(=C(C(=C12)OC)F)F)=O)C(=O)O (1-ethyl-6,7-difluoro-1,4-dihydro-8-methoxy-4-oxo-3-quinolinecarboxylic acid), N1CCNCC1 (piperazine), COB(OC)OC (trimethoxyborane), C(C)#N (acetonitrile). The solvent is O (water). Product: C(C)N1C=C(C(C2=CC(=C(C(=C12)OC)N1CCNCC1)F)=O)C(=O)O (1-ethyl-6-fluoro-1,4-dihydro-8-methoxy-4-oxo-7-(1-piperazinyl)-3-quinolinecarboxylic acid). The yield is 57.2%. RXN SMILES: [CH2:1]([N:3]1[C:12]2[C:7](=[CH:8][C:9]([F:16])=[C:10](F)[C:11]=2[O:13][CH3:14])[C:6](=[O:17])[C:5]([C:18]([OH:20])=[O:19])=[CH:4]1)[CH3:2].[NH:21]1[CH2:26][CH2:25][NH:24][CH2:23][CH2:22]1.COB(OC)OC.C(#N)C>O>[CH2:1]([N:3]1[C:12]2[C:7](=[CH:8][C:9]([F:16])=[C:10]([N:21]3[CH2:26][CH2:25][NH:24][CH2:23][CH2:22]3)[C:11]=2[O:13][CH3:14])[C:6](=[O:17])[C:5]([C:18]([OH:20])=[O:19])=[CH:4]1)[CH3:2]. Reported procedure: A mixture of 2.83 g of 1-ethyl-6,7-difluoro-1,4-dihydro-8-methoxy-4-oxo-3-quinolinecarboxylic acid (10 mmol), 1.72 g of anhydrous piperazine (20 mmol), 1.04 g of trimethoxyborane (10 mmol) and 15 ml of acetonitrile was refluxed with heating for 4.5 hours. The reaction solution was cooled to room temperature, 30 ml of water was added therein, and separated crystals were filtered and dried to obtain 2.00 g of the objective compound. The reactants are C(C)(C)(C)OC(N[C@H](COC=1C=NC=C(C1)C1=CC(=C(C=C1)F)C#N)CC1=CNC2=CC=CC=C12)=O ((1S)-[2-[5-(3-Cyano-4-fluoro-phenyl)-pyridin-3-yloxy]-1-(1H-indol-3-ylmethyl)-ethyl]-carbamic acid tert-butyl ester), NN (hydrazine). Yields the product C(C)(C)(C)OC(N[C@H](COC=1C=NC=C(C1)C=1C=C2C(=NNC2=CC1)N)CC1=CNC2=CC=CC=C12)=O ((1S)-[2-[5-(3-Amino-1H-indazol-5-yl)-pyridin-3-yloxy]-1-(1H-indol-3-ylmethyl)-ethyl]-carbamic acid tert-butyl ester). The yield is 84.0%. As a reaction SMILES: [C:1]([O:5][C:6](=[O:36])[NH:7][C@@H:8]([CH2:26][C:27]1[C:35]2[C:30](=[CH:31][CH:32]=[CH:33][CH:34]=2)[NH:29][CH:28]=1)[CH2:9][O:10][C:11]1[CH:12]=[N:13][CH:14]=[C:15]([C:17]2[CH:22]=[CH:21][C:20](F)=[C:19]([C:24]#[N:25])[CH:18]=2)[CH:16]=1)([CH3:4])([CH3:3])[CH3:2].[NH2:37][NH2:38]>[Cl-].[Na+].O>[C:1]([O:5][C:6](=[O:36])[NH:7][C@@H:8]([CH2:26][C:27]1[C:35]2[C:30](=[CH:31][CH:32]=[CH:33][CH:34]=2)[NH:29][CH:28]=1)[CH2:9][O:10][C:11]1[CH:12]=[N:13][CH:14]=[C:15]([C:17]2[CH:18]=[C:19]3[C:20](=[CH:21][CH:22]=2)[NH:38][N:37]=[C:24]3[NH2:25])[CH:16]=1)([CH3:4])([CH3:2])[CH3:3] |f:2.3.4|. Procedure: A mixture of Example 97B (120 mg, 0.25 mmol) and 98% hydrazine (5 mL) was heated to reflux for 5 hours, poured over ice, diluted with brine, extracted with ethyl acetate, dried over MgSO4, and concentrated. Purification by flash chromatography (7% MeOH/CH2Cl2) provided the desired product (103 mg, 84%). The solvent is [Cl-].[Na+].O (brine). Starting materials: O=[N+]([O-])c1cc(O)ccc1OCc1ccccc1, CCCCCCC(C)Oc1ccc(-c2ccccc2C(=O)[O-])cc1[N+](=O)[O-], CCOC(=O)N=NC(=O)OCC, c1ccc(P(c2ccccc2)c2ccccc2)cc1. Product: CCCCCCC(C)Oc1ccc(OCc2ccccc2)c([N+](=O)[O-])c1. As a reaction SMILES: [CH2:32]([c:33]1[cH:34][cH:35][cH:36][cH:37][cH:38]1)[O:39][c:40]1[c:41]([N+:47](=[O:48])[O-:49])[cH:42][c:43]([OH:46])[cH:44][cH:45]1.[CH3:50][CH:51]([CH2:52][CH2:53][CH2:54][CH2:55][CH2:56][CH3:57])[O:58][c:59]1[cH:60][cH:61][c:62](-[c:63]2[cH:64][cH:65][cH:66][cH:67][c:68]2[C:69]([O-:70])=[O:71])[cH:72][c:73]1[N+:74]([O-:75])=[O:76].[O:1]=[C:2]([O:3][CH2:4][CH3:5])[N:6]=[N:7][C:8]([O:9][CH2:10][CH3:11])=[O:12].[c:13]1([P:14]([c:15]2[cH:16][cH:17][cH:18][cH:19][cH:20]2)[c:21]2[cH:22][cH:23][cH:24][cH:25][cH:26]2)[cH:27][cH:28][cH:29][cH:30][cH:31]1>>[CH2:32]([c:33]1[cH:34][cH:35][cH:36][cH:37][cH:38]1)[O:39][c:40]1[c:41]([N+:47](=[O:48])[O-:49])[cH:42][c:43]([O:46][CH:51]([CH3:50])[CH2:52][CH2:53][CH2:54][CH2:55][CH2:56][CH3:57])[cH:44][cH:45]1. The reactants are O=C(O)c1c(Cl)cc(Cl)cc1Cl, O=[N+]([O-])O, O=S(=O)(O)O. Yields the product O=C(O)c1c(Cl)cc(Cl)c([N+](=O)[O-])c1Cl. RXN SMILES: [Cl:5][c:6]1[c:7]([C:8](=[O:9])[OH:10])[c:11]([Cl:16])[cH:12][c:13]([Cl:15])[cH:14]1.[OH:1][N+:2]([O-:3])=[O:4].[S:17](=[O:18])(=[O:19])([OH:20])[OH:21]>>[O-:1][N+:2](=[O:4])[c:14]1[c:6]([Cl:5])[c:7]([C:8](=[O:9])[OH:10])[c:11]([Cl:16])[cH:12][c:13]1[Cl:15]. Starting materials: BrC1=CC(=CC=2N=C(SC21)NC(=O)NCC)C=2C=NC=CC2 (1-(7-Bromo-5-pyridin-3-yl-benzothiazol-2-yl)-3-ethyl-urea), FC1=C(C=CC=C1)B(O)O (2-fluorobenzeneboronic acid), [O-]P(=O)([O-])[O-].[K+].[K+].[K+] (potassium phosphate tribasic). Run in O1CCOCC1 (1,4-dioxane), CO (methanol). Run at temperature 80 celsius. Product: C(C)NC(=O)NC=1SC2=C(N1)C=C(C=C2C2=C(C=CC=C2)F)C=2C=NC=CC2 (1-Ethyl-3-[7-(2-fluoro-phenyl)-5-pyridin-3-yl-benzothiazol-2-yl]-urea). Isolated yield 23.0%. As a reaction SMILES: Br[C:2]1[C:10]2[S:9][C:8]([NH:11][C:12]([NH:14][CH2:15][CH3:16])=[O:13])=[N:7][C:6]=2[CH:5]=[C:4]([C:17]2[CH:18]=[N:19][CH:20]=[CH:21][CH:22]=2)[CH:3]=1.[F:23][C:24]1[CH:29]=[CH:28][CH:27]=[CH:26][C:25]=1B(O)O.[O-]P([O-])([O-])=O.[K+].[K+].[K+]>O1CCOCC1.CO>[CH2:15]([NH:14][C:12]([NH:11][C:8]1[S:9][C:10]2[C:2]([C:25]3[CH:26]=[CH:27][CH:28]=[CH:29][C:24]=3[F:23])=[CH:3][C:4]([C:17]3[CH:18]=[N:19][CH:20]=[CH:21][CH:22]=3)=[CH:5][C:6]=2[N:7]=1)=[O:13])[CH3:16] |f:2.3.4.5|. Procedure: A stirred mixture of 1-(7-Bromo-5-pyridin-3-yl-benzothiazol-2-yl)-3-ethyl-urea (50 mg, 0.133 mmol), 2-fluorobenzeneboronic acid (19 mg, 0.139 mmol), powdered potassium phosphate tribasic (34 mg, 0.160 mmol) and 1,1′-bis(diphenylphosphino)ferrocene palladium(II)chloride complex (16 mg, 0.01995 mmol) in anhydrous 1,4-dioxane (1 ml) and anhydrous methanol (2 ml) was purged with nitrogen for 5 min and heated in a sealed vessel for 16 h at 80° C. After cooling to ambient temperature, the mixture was ... Reactants: NC=1C=C(C(=CC1N)Cl)C(F)(F)F (3,4-diamino-6-chlorobenzotrifluoride), O.O.C(C(=O)O)(=O)O (oxalic acid dihydrate), crude product, Cl (HCl). Run in [OH-].[Na+] (NaOH). Yields the product ClC=1C=C2NC(C(NC2=CC1C(F)(F)F)=O)=O (6-Chloro-7-trifluoromethyl-1,4-dihydro-2,3-quinoxalinedione). As a reaction SMILES: [NH2:1][C:2]1[CH:3]=[C:4]([C:10]([F:13])([F:12])[F:11])[C:5]([Cl:9])=[CH:6][C:7]=1[NH2:8].O.O.[C:16](O)(=[O:20])[C:17](O)=[O:18].Cl>[OH-].[Na+]>[Cl:9][C:5]1[CH:6]=[C:7]2[C:2](=[CH:3][C:4]=1[C:10]([F:13])([F:11])[F:12])[NH:1][C:17](=[O:18])[C:16](=[O:20])[NH:8]2 |f:1.2.3,5.6|. Procedure details: A mixture of 3,4-diamino-6-chlorobenzotrifluoride (185 mg, 0.88 mmol) and oxalic acid dihydrate (117 mg, 0.93 mmol, used as received)in 2N HCl (4 mL) was refluxed at 170°-5° C. for 3 h, then cooled to room temperature. The mixture was centrifuged and the liquid layer was removed. The yellow solid was washed twice by cold water (2×2 mL), collected by filtration, and dried at 60° C. with reduced pressure for 2 h, affording 180 mg of crude title compound (77.3%) as a light yellow powder. The crude ...